From a dataset of the Open Reaction Database (ORD), a public repository of structured organic reaction records. describe an organic reaction: reactants, conditions, products, and yield Reported procedure: A mixture of 3.1 g of 5-(bromomethyl)-1,3-dihydro-4-(4-methoxybenzoyl)-2H-imidazol-2-one, 12 ml of 30% aqueous dimethylamine and 24 ml of ethanol is stirred at 25° C. for 2 hours. The solvent is then evaporated from the mixture under reduced pressure and the resultant residue is recrystallized twice from ethanol to give 4-[(dimethylamino)methyl]-1,3-dihydro-5-(4-methoxybenzoyl)-2H-imidazol-2-one melting at about 165°-167° C. with decomposition. Reaction SMILES: Br[CH2:2][C:3]1[NH:7][C:6](=[O:8])[NH:5][C:4]=1[C:9](=[O:18])[C:10]1[CH:15]=[CH:14][C:13]([O:16][CH3:17])=[CH:12][CH:11]=1.[CH3:19][NH:20][CH3:21]>C(O)C>[CH3:19][N:20]([CH2:2][C:3]1[NH:7][C:6](=[O:8])[NH:5][C:4]=1[C:9](=[O:18])[C:10]1[CH:15]=[CH:14][C:13]([O:16][CH3:17])=[CH:12][CH:11]=1)[CH3:21]. Solvent: C(C)O (ethanol). The product is CN(C)CC=1NC(NC1C(C1=CC=C(C=C1)OC)=O)=O (4-[(dimethylamino)methyl]-1,3-dihydro-5-(4-methoxybenzoyl)-2H-imidazol-2-one). Starting materials: BrCC1=C(NC(N1)=O)C(C1=CC=C(C=C1)OC)=O (5-(bromomethyl)-1,3-dihydro-4-(4-methoxybenzoyl)-2H-imidazol-2-one), CNC (dimethylamine). Conditions: temperature 25 celsius, time 2 hour. Starting materials: ClC=1C=CC2=C(NC(CC(C2=O)=CN(C)C)=O)C1 (8-chloro-4-dimethylaminomethylene-3,4-dihydro-1H-benzo[b]azepine-2,5-dione), ClC1=C(C=CC=C1)NC(=N)N (1-(2-chlorophenyl)guanidine), H12Cl2N4O. Product: ClC=1C=CC2=C(NC(CC3=C2N=C(N=C3)NC3=C(C=CC=C3)Cl)=O)C1 (9-Chloro-2-(2-chloro-phenylamino)-5H,7H-benzo[b]pyrimido[4,5-d]azepin-6-one). RXN SMILES: [Cl:1][C:2]1[CH:3]=[CH:4][C:5]2[C:11](=O)[C:10](=[CH:13]N(C)C)[CH2:9][C:8](=[O:17])[NH:7][C:6]=2[CH:18]=1.[Cl:19][C:20]1[CH:25]=[CH:24][CH:23]=[CH:22][C:21]=1[NH:26][C:27]([NH2:29])=[NH:28]>>[Cl:1][C:2]1[CH:3]=[CH:4][C:5]2[C:11]3[N:28]=[C:27]([NH:26][C:21]4[CH:22]=[CH:23][CH:24]=[CH:25][C:20]=4[Cl:19])[N:29]=[CH:13][C:10]=3[CH2:9][C:8](=[O:17])[NH:7][C:6]=2[CH:18]=1. Reported procedure: In a manner similar to that described for method I, 8-chloro-4-dimethylaminomethylene-3,4-dihydro-1H-benzo[b]azepine-2,5-dione (v-j) and 1-(2-chlorophenyl)guanidine were converted to I-12 (26%): HRMS Calcd. for C, H12Cl2N4O: 371.0466, Found 371.0467. The reactants are CO, CCC(CC)Nc1cc(C(=O)OC)c(C(F)(F)F)cc1C(N)=O, [Na+], [OH-]. Yields the product CCC(CC)Nc1cc(C(=O)O)c(C(F)(F)F)cc1C(N)=O. Reaction SMILES: [CH3:26][OH:27].[NH2:1][C:2](=[O:3])[c:4]1[cH:5][c:6]([C:20]([F:21])([F:22])[F:23])[c:7]([C:8](=[O:9])[O:10][CH3:11])[cH:12][c:13]1[NH:14][CH:15]([CH2:16][CH3:17])[CH2:18][CH3:19].[Na+:25].[OH-:24]>>[NH2:1][C:2](=[O:3])[c:4]1[cH:5][c:6]([C:20]([F:21])([F:22])[F:23])[c:7]([C:8](=[O:9])[OH:10])[cH:12][c:13]1[NH:14][CH:15]([CH2:16][CH3:17])[CH2:18][CH3:19].